From a dataset of the Open Reaction Database (ORD), a public repository of structured organic reaction records. describe an organic reaction: reactants, conditions, products, and yield Starting materials: C1(=CC=C(C=C1)S(=O)(=O)Cl)C (p-toluenesulfonyl chloride), FC(C(CCO)CCCC)(F)F (3-trifluoromethyl-1-heptanol), Cl (hydrochloric acid). The solvent is N1=CC=CC=C1 (pyridine). Run at time 2 hour. Yields the product C1(=CC=C(C=C1)S(=O)(=O)OCCC(CCCC)C(F)(F)F)C (3-trifluoromethylheptyl p-toluenesulfonate). Yield: 92.0%. As a reaction SMILES: [F:1][C:2]([F:12])([F:11])[CH:3]([CH2:7][CH2:8][CH2:9][CH3:10])[CH2:4][CH2:5][OH:6].[C:13]1([CH3:23])[CH:18]=[CH:17][C:16]([S:19](Cl)(=[O:21])=[O:20])=[CH:15][CH:14]=1.Cl>N1C=CC=CC=1>[C:13]1([CH3:23])[CH:18]=[CH:17][C:16]([S:19]([O:6][CH2:5][CH2:4][CH:3]([C:2]([F:11])([F:12])[F:1])[CH2:7][CH2:8][CH2:9][CH3:10])(=[O:21])=[O:20])=[CH:15][CH:14]=1. Procedure details: 0.48 g of 3-trifluoromethyl-1-heptanol was dissolved in 0.79 g of pyridine, and the solution was cooled with ice, followed by addition of 0.5 g of p-toluenesulfonyl chloride, stirring for 2 hours under cooling with ice and stirring for 2 hours at room temperature. After the reaction, the product was acidified with 2N-hydrochloric acid and extracted with methylene chloride. The resultant methylene chloride solution was washed with water and dried with magnesium sulfate, and the solvent was distil... Reactants: C1CSCCCC=2NC=3C=CC=CC3C21 (1,2,4,5,6,7-hexahydrothiocino-[5,4-b]indole), [H-].[Na+] (sodium hydride), CN(CCCCl)C (3-dimethylaminopropyl chloride). Reported procedure: A mixture of 21.7g (0.1 mole) of 1,2,4,5,6,7-hexahydrothiocino-[5,4-b]indole, 4.29g (0.102 mole) of 57% dispersion sodium hydride and 12.16g (0.1 mole) of 3-dimethylaminopropyl chloride is treated according to the procedure in Example 6. Recrystallization from pentane affords 20.5g (68%) of an analytical sample, m.p. 70°-71° C. Reaction SMILES: [CH2:1]1[C:15]2[C:14]3[CH:13]=[CH:12][CH:11]=[CH:10][C:9]=3[NH:8][C:7]=2[CH2:6][CH2:5][CH2:4][S:3][CH2:2]1.[H-].[Na+].[CH3:18][N:19]([CH3:24])[CH2:20][CH2:21][CH2:22]Cl>>[CH3:18][N:19]([CH3:24])[CH2:20][CH2:21][CH2:22][N:8]1[C:9]2[CH:10]=[CH:11][CH:12]=[CH:13][C:14]=2[C:15]2[CH2:1][CH2:2][S:3][CH2:4][CH2:5][CH2:6][C:7]1=2 |f:1.2|. Yields the product CN(CCCN1C2=C(C=3C=CC=CC13)CCSCCC2)C (N,N-dimethyl-1,2,4,5,6,7-hexahydrothiocino[5,4-b]indole-7-propanamine).